This data is from the Open Reaction Database (ORD), a public repository of structured organic reaction records. The task is: describe an organic reaction: reactants, conditions, products, and yield Reactants: CC([C@@H](C(=O)O)N1C(C2=CC(=CC=C2C1)C1=CC=C(C=C1)NS(=O)(=O)C1=CC=CC=C1)=O)C ((S)-3-Methyl-2-(1-oxo-6-(4-(phenylsulfonamido)phenyl)isoindolin-2-yl)butanoic acid), CC([C@@H](C(=O)OC)N1C(C2=CC(=CC=C2C1)C1=CC=C(C=C1)NS(=O)(=O)CC1=CC=CC=C1)=O)C ((S)-Methyl 3-methyl-2-(1-oxo-6-(4-(phenylmethylsulfonamido)phenyl)isoindolin-2-yl)butanoate). The product is CC([C@@H](C(=O)O)N1C(C2=CC(=CC=C2C1)C1=CC=C(C=C1)NS(=O)(=O)CC1=CC=CC=C1)=O)C ((S)-3-Methyl-2-(1-oxo-6-(4-(phenylmethylsulfonamido)phenyl)isoindolin-2-yl)butanoic acid). Isolated yield 96.0%. As a reaction SMILES: CC(C)[C@H](N1CC2C(=CC(C3C=CC(NS(C4C=CC=CC=4)(=O)=O)=CC=3)=CC=2)C1=O)C(O)=O.[CH3:34][CH:35]([CH3:68])[C@H:36]([N:41]1[CH2:49][C:48]2[C:43](=[CH:44][C:45]([C:50]3[CH:55]=[CH:54][C:53]([NH:56][S:57]([CH2:60][C:61]4[CH:66]=[CH:65][CH:64]=[CH:63][CH:62]=4)(=[O:59])=[O:58])=[CH:52][CH:51]=3)=[CH:46][CH:47]=2)[C:42]1=[O:67])[C:37]([O:39]C)=[O:38]>>[CH3:34][CH:35]([CH3:68])[C@H:36]([N:41]1[CH2:49][C:48]2[C:43](=[CH:44][C:45]([C:50]3[CH:51]=[CH:52][C:53]([NH:56][S:57]([CH2:60][C:61]4[CH:62]=[CH:63][CH:64]=[CH:65][CH:66]=4)(=[O:59])=[O:58])=[CH:54][CH:55]=3)=[CH:46][CH:47]=2)[C:42]1=[O:67])[C:37]([OH:39])=[O:38]. Procedure details: The compound of example 94 was prepared analogous to compound of example 78 by hydrolysis of compound of example 93.